Dataset: the Open Reaction Database (ORD), a public repository of structured organic reaction records. Task: describe an organic reaction: reactants, conditions, products, and yield Starting materials: NCC(CC1=CC=C(C=C1)OCCOC1=C(C=C(C=C1Cl)C)Cl)C=1C=C(C(=CC1)C1=C(C=CC=C1)CCCOC)C(=O)OC (methyl 4-(2-amino-1-{4-[2-(2,6-dichloro-4-methylphenoxy)ethoxy]-benzyl}ethyl)-2′-(3-methoxypropyl)biphenyl-2-carboxylate), [OH-].[Na+] (sodium hydroxide). Solvent: CCOCC.CCOC(=O)C (Et2O EtOAc). Conditions: time 80 minute. Yields the product NCC(CC1=CC=C(C=C1)OCCOC1=C(C=C(C=C1Cl)C)Cl)C=1C=C(C(=CC1)C1=C(C=CC=C1)CCCOC)C(=O)O (4-(2-amino-1-{4-[2-(2,6-dichloro-4-methylphenoxy)ethoxy]benzyl}ethyl)-2′-(3-methoxypropyl)biphenyl-2-carboxylic acid). Reaction SMILES: [NH2:1][CH2:2][CH:3]([C:24]1[CH:25]=[C:26]([C:41]([O:43]C)=[O:42])[C:27]([C:30]2[CH:35]=[CH:34][CH:33]=[CH:32][C:31]=2[CH2:36][CH2:37][CH2:38][O:39][CH3:40])=[CH:28][CH:29]=1)[CH2:4][C:5]1[CH:10]=[CH:9][C:8]([O:11][CH2:12][CH2:13][O:14][C:15]2[C:20]([Cl:21])=[CH:19][C:18]([CH3:22])=[CH:17][C:16]=2[Cl:23])=[CH:7][CH:6]=1.[OH-].[Na+]>CCOCC.CCOC(C)=O>[NH2:1][CH2:2][CH:3]([C:24]1[CH:25]=[C:26]([C:41]([OH:43])=[O:42])[C:27]([C:30]2[CH:35]=[CH:34][CH:33]=[CH:32][C:31]=2[CH2:36][CH2:37][CH2:38][O:39][CH3:40])=[CH:28][CH:29]=1)[CH2:4][C:5]1[CH:6]=[CH:7][C:8]([O:11][CH2:12][CH2:13][O:14][C:15]2[C:20]([Cl:21])=[CH:19][C:18]([CH3:22])=[CH:17][C:16]=2[Cl:23])=[CH:9][CH:10]=1 |f:1.2,3.4|. Procedure: To a solution of methyl 4-(2-amino-1-{4-[2-(2,6-dichloro-4-methylphenoxy)ethoxy]-benzyl}ethyl)-2′-(3-methoxypropyl)biphenyl-2-carboxylate (1.0 eq.; EXAMPLE 22) in THF/MeOH (1/1; 0.09M) was added aqueous sodium hydroxide (1N; 3 eq.). The mixture was stirred in a microwave (Smith Creator; Personal Chemistry),) at 120° C. for 80 min. The resulting mixture was cooled to room temperature quenched with excess acetic acid and concentrated. The residue was diluted with EtOAc, washed with water, brine, d... Starting materials: N1(CCCCC1)CC1=CC(=NC=C1)OC\C=C/CN (4-(4-piperidinomethyl-2-pyridyloxy)-cis-2-butenylamine), CC=1OC=CC1C(=O)O (2-methylfuran-3-carboxylic acid). Product: N1(CCCCC1)CC1=CC(=NC=C1)OC\C=C/CNC(=O)C1=C(OC=C1)C (N-[4-(4-Piperidinomethyl-2-pyridyloxy)-cis-2-butenyl]-2-methylfuran-3-carboxamide). Yield: 77.0%. Reaction SMILES: [N:1]1([CH2:7][C:8]2[CH:13]=[CH:12][N:11]=[C:10]([O:14][CH2:15]/[CH:16]=[CH:17]\[CH2:18][NH2:19])[CH:9]=2)[CH2:6][CH2:5][CH2:4][CH2:3][CH2:2]1.[CH3:20][C:21]1[O:22][CH:23]=[CH:24][C:25]=1[C:26](O)=[O:27]>>[N:1]1([CH2:7][C:8]2[CH:13]=[CH:12][N:11]=[C:10]([O:14][CH2:15]/[CH:16]=[CH:17]\[CH2:18][NH:19][C:26]([C:25]3[CH:24]=[CH:23][O:22][C:21]=3[CH3:20])=[O:27])[CH:9]=2)[CH2:6][CH2:5][CH2:4][CH2:3][CH2:2]1. Reported procedure: Following a procedure similar to that described in Example 13, but using 4-(4-piperidinomethyl-2-pyridyloxy)-cis-2-butenylamine and 2-methylfuran-3-carboxylic acid as starting materials, in relative proportions similar to those used in that Example, the title compound was obtained as an oil in a 77% yield. Yields the product O1COC2=C1C=CC=C2C2CCN(CC2)CC[C@@H]2CC[C@H](CC2)NC(C[C@H]2C[C@@H](CC2)OC)=O (Trans-N-{4-[2-(4-Benzo[1,3]dioxol-4-yl-piperidin-1-yl)-ethyl]-cyclohexyl}-2-((1R,3R)-3-methoxy-cyclopentyl)-acetamide). Procedure: The title compound, white solid (22.2 mg, 77.4%), MS (ISP) m/z=471.5 [(M+H)+], was prepared in accordance with the general method of example 1 from Trans-4-[2-(4-Benzo[1,3]dioxol-4-yl-piperidin-1-yl)-ethyl]-cyclohexylamine hydrochloride (intermediate A) (25.7 mg, 0.070 mmol) and methyl 2-((1R,3R)-3-methoxycyclopentyl)acetate. Starting materials: solid, Cl.O1COC2=C1C=CC=C2C2CCN(CC2)CC[C@@H]2CC[C@H](CC2)N (Trans-4-[2-(4-Benzo[1,3]dioxol-4-yl-piperidin-1-yl)-ethyl]-cyclohexylamine hydrochloride), Cl.O1COC2=C1C=CC=C2C2CCN(CC2)CC[C@@H]2CC[C@H](CC2)N (Trans-4-[2-(4-Benzo[1,3]dioxol-4-yl-piperidin-1-yl)-ethyl]-cyclohexylamine hydrochloride), CO[C@H]1C[C@@H](CC1)CC(=O)OC (methyl 2-((1R,3R)-3-methoxycyclopentyl)acetate). RXN SMILES: Cl.[O:2]1[C:6]2[CH:7]=[CH:8][CH:9]=[C:10]([CH:11]3[CH2:16][CH2:15][N:14]([CH2:17][CH2:18][C@H:19]4[CH2:24][CH2:23][C@H:22]([NH2:25])[CH2:21][CH2:20]4)[CH2:13][CH2:12]3)[C:5]=2[O:4][CH2:3]1.[CH3:26][O:27][C@@H:28]1[CH2:32][CH2:31][C@@H:30]([CH2:33][C:34](OC)=[O:35])[CH2:29]1>>[O:2]1[C:6]2[CH:7]=[CH:8][CH:9]=[C:10]([CH:11]3[CH2:16][CH2:15][N:14]([CH2:17][CH2:18][C@H:19]4[CH2:20][CH2:21][C@H:22]([NH:25][C:34](=[O:35])[CH2:33][C@@H:30]5[CH2:31][CH2:32][C@@H:28]([O:27][CH3:26])[CH2:29]5)[CH2:23][CH2:24]4)[CH2:13][CH2:12]3)[C:5]=2[O:4][CH2:3]1 |f:0.1|. Product: O=C([C@@H](CC1=CC=2CCCCC2C=C1)NC(=O)N1CCC(CC1)N1C(NC2=C1C=NC=1C=CC=CC21)=O)N2CCC(CC2)N2CCNCC2 (4-(2-oxo-1,2-dihydro-imidazo[4,5-c]quinolin-3-yl)-piperidine-1-carboxylic acid [(R)-2-oxo-2-(4-piperazin-1-yl-piperidin-1-yl)-1-(5,6,7,8-tetrahydro-naphthalen-2-ylmethyl)-ethyl]-amide). Procedure details: A solution of 300 mg (0.40 mmol) 4-(2-oxo-1,2-dihydro-imidazo[4,5-c]quinolin-3-yl)-piperidine-1-carboxylic acid [(R)-2-[4-(4-benzyl-piperazin-1-yl)-piperidin-1-yl]-2-oxo-1-(5,6,7,8-tetrahydro-naphthalen-2-ylmethyl)-ethyl]-amide in 10 mL MeOH was hydrogenated in the presence of 30 mg Pd/C (10%) at 50° C. and 3 bar hydrogen pressure until the calculated volume of hydrogen had been taken up. The catalyst was filtered off, the solvent eliminated under reduced pressure and the residue purified by chr... The reactants are C(C1=CC=CC=C1)N1CCN(CC1)C1CCN(CC1)C([C@@H](CC1=CC=2CCCCC2C=C1)NC(=O)N1CCC(CC1)N1C(NC2=C1C=NC=1C=CC=CC21)=O)=O (4-(2-oxo-1,2-dihydro-imidazo[4,5-c]quinolin-3-yl)-piperidine-1-carboxylic acid [(R)-2-[4-(4-benzyl-piperazin-1-yl)-piperidin-1-yl]-2-oxo-1-(5,6,7,8-tetrahydro-naphthalen-2-ylmethyl)-ethyl]-amide), [H][H] (hydrogen), [H][H] (hydrogen). The solvent is CO (MeOH). Reagents/catalysts: [Pd] (Pd/C). Reaction SMILES: C([N:8]1[CH2:13][CH2:12][N:11]([CH:14]2[CH2:19][CH2:18][N:17]([C:20](=[O:56])[C@H:21]([NH:33][C:34]([N:36]3[CH2:41][CH2:40][CH:39]([N:42]4[C:46]5[CH:47]=[N:48][C:49]6[CH:50]=[CH:51][CH:52]=[CH:53][C:54]=6[C:45]=5[NH:44][C:43]4=[O:55])[CH2:38][CH2:37]3)=[O:35])[CH2:22][C:23]3[CH:32]=[CH:31][C:30]4[CH2:29][CH2:28][CH2:27][CH2:26][C:25]=4[CH:24]=3)[CH2:16][CH2:15]2)[CH2:10][CH2:9]1)C1C=CC=CC=1.[H][H]>CO.[Pd]>[O:56]=[C:20]([N:17]1[CH2:16][CH2:15][CH:14]([N:11]2[CH2:10][CH2:9][NH:8][CH2:13][CH2:12]2)[CH2:19][CH2:18]1)[C@H:21]([NH:33][C:34]([N:36]1[CH2:41][CH2:40][CH:39]([N:42]2[C:46]3[CH:47]=[N:48][C:49]4[CH:50]=[CH:51][CH:52]=[CH:53][C:54]=4[C:45]=3[NH:44][C:43]2=[O:55])[CH2:38][CH2:37]1)=[O:35])[CH2:22][C:23]1[CH:32]=[CH:31][C:30]2[CH2:29][CH2:28][CH2:27][CH2:26][C:25]=2[CH:24]=1.